From a dataset of the Open Reaction Database (ORD), a public repository of structured organic reaction records. describe an organic reaction: reactants, conditions, products, and yield Reactants: N(C(=O)C)N1CCC2=CC(=C(C=C12)[N+](=O)[O-])NC(=O)C (1,5-diacetamino-6-nitro-indoline), Cl (hydrochloric acid). The solvent is CO (methanol), CO (methanol). The product is Cl.NC=1C=C2CCNC2=CC1[N+](=O)[O-] (5-amino-6-nitro-indoline hydrochloride). Yield: 82.5%. RXN SMILES: N([N:5]1[C:13]2[C:8](=[CH:9][C:10]([NH:17]C(C)=O)=[C:11]([N+:14]([O-:16])=[O:15])[CH:12]=2)[CH2:7][CH2:6]1)C(C)=O.[ClH:21]>CO>[ClH:21].[NH2:17][C:10]1[CH:9]=[C:8]2[C:13](=[CH:12][C:11]=1[N+:14]([O-:16])=[O:15])[NH:5][CH2:6][CH2:7]2 |f:3.4|. Reported procedure: 21.4 g of 1,5-diacetamino-6-nitro-indoline were dissolved in 2.5 l of methanol, boiled under reflux overnight with 750 ml of 4N hydrochloric acid in methanol and then evaporated. There were obtained 14.2 g (82.5% of theory) of 5-amino-6-nitro-indoline hydrochloride of melting point 259° C.